From a dataset of the Open Reaction Database (ORD), a public repository of structured organic reaction records. describe an organic reaction: reactants, conditions, products, and yield The reactants are CC(C)CN(C(CCCCN)C(=O)O)S(=O)(=O)c1ccc([N+](=O)[O-])cc1, O=S(=O)(Cl)Cc1ccccc1. Yields the product CC(C)CN(C(CCCCNS(=O)(=O)Cc1ccccc1)C(=O)O)S(=O)(=O)c1ccc([N+](=O)[O-])cc1. RXN SMILES: [CH2:1]([CH:2]([CH3:3])[CH3:4])[N:5]([CH:6]([CH2:7][CH2:8][CH2:9][CH2:10][NH2:11])[C:12](=[O:13])[OH:14])[S:15](=[O:16])(=[O:17])[c:18]1[cH:19][cH:20][c:21]([N+:24](=[O:25])[O-:26])[cH:22][cH:23]1.[CH2:27]([c:28]1[cH:29][cH:30][cH:31][cH:32][cH:33]1)[S:34](=[O:35])(=[O:36])[Cl:37]>>[CH2:1]([CH:2]([CH3:3])[CH3:4])[N:5]([CH:6]([CH2:7][CH2:8][CH2:9][CH2:10][NH:11][S:34]([CH2:27][c:28]1[cH:29][cH:30][cH:31][cH:32][cH:33]1)(=[O:35])=[O:36])[C:12](=[O:13])[OH:14])[S:15](=[O:16])(=[O:17])[c:18]1[cH:19][cH:20][c:21]([N+:24](=[O:25])[O-:26])[cH:22][cH:23]1. The reactants are N1(CCCC1)C1=CC=NC=C1 (4-pyrrollidinopyridine), CN(C)CCCN=C=NCC (Dimethylaminopropylethylcarbodiimide), N([C@H](CC1=CC=CC=C1)C(=O)O)C(=O)OC(C)(C)C (N-Boc-D-Phe), C(C1=CC=CC=C1)O (benzyl alcohol). The solvent is ClCCl (dichloromethane), ClCCl (dichloromethane). Conditions: time 8 hour. Yields the product N([C@H](CC1=CC=CC=C1)C(=O)OCC1=CC=CC=C1)C(=O)OC(C)(C)C (N-Boc-D-Phe-OBn). As a reaction SMILES: CN(CCCN=C=NCC)C.[NH:12]([C:24]([O:26][C:27]([CH3:30])([CH3:29])[CH3:28])=[O:25])[C@@H:13]([C:21]([OH:23])=[O:22])[CH2:14][C:15]1[CH:20]=[CH:19][CH:18]=[CH:17][CH:16]=1.[CH2:31](O)[C:32]1[CH:37]=[CH:36][CH:35]=[CH:34][CH:33]=1.N1(C2C=CN=CC=2)CCCC1>ClCCl>[NH:12]([C:24]([O:26][C:27]([CH3:30])([CH3:29])[CH3:28])=[O:25])[C@@H:13]([C:21]([O:23][CH2:31][C:32]1[CH:37]=[CH:36][CH:35]=[CH:34][CH:33]=1)=[O:22])[CH2:14][C:15]1[CH:20]=[CH:19][CH:18]=[CH:17][CH:16]=1. Procedure details: Dimethylaminopropylethylcarbodiimide (EDC) (1.68 E, 8.78mmol) was added to a solution of the crude N-Boc-D-Phe (as described previously, assumed to be 7.32 mmol), benzyl alcohol (1.14 ml, 11.0 mmol) and 4-pyrrollidinopyridine (217 mg, 1.46 mmol) in dichloromethane (73.2 ml). The reaction mixture was stirred at room temperature overnight, diluted with dichloromethane, and washed sequentially with a dilute solution of HCl (<5%, pH 3.0), a solution of saturated sodium bicarbonate, and brine. The co... The reactants are CCC(C)C(CN(CC(=O)NC(CCSC)C(=O)OC)Cc1cccc2ccccc12)NC(=O)CCCc1ccc([N+](=O)[O-])cc1, CO, [Na+], [OH-]. Yields the product CCC(C)C(CN(CC(=O)NC(CCSC)C(=O)O)Cc1cccc2ccccc12)NC(=O)CCCc1ccc([N+](=O)[O-])cc1. As a reaction SMILES: [CH3:1][O:2][C:3]([CH:4]([NH:5][C:6]([CH2:7][N:8]([CH2:9][c:10]1[cH:11][cH:12][cH:13][c:14]2[cH:15][cH:16][cH:17][cH:18][c:19]12)[CH2:20][CH:21]([CH:22]([CH2:23][CH3:24])[CH3:25])[NH:26][C:27]([CH2:28][CH2:29][CH2:30][c:31]1[cH:32][cH:33][c:34]([N+:37](=[O:38])[O-:39])[cH:35][cH:36]1)=[O:40])=[O:41])[CH2:42][CH2:43][S:44][CH3:45])=[O:46].[CH3:49][OH:50].[Na+:48].[OH-:47]>>[O:2]=[C:3]([CH:4]([NH:5][C:6]([CH2:7][N:8]([CH2:9][c:10]1[cH:11][cH:12][cH:13][c:14]2[cH:15][cH:16][cH:17][cH:18][c:19]12)[CH2:20][CH:21]([CH:22]([CH2:23][CH3:24])[CH3:25])[NH:26][C:27]([CH2:28][CH2:29][CH2:30][c:31]1[cH:32][cH:33][c:34]([N+:37](=[O:38])[O-:39])[cH:35][cH:36]1)=[O:40])=[O:41])[CH2:42][CH2:43][S:44][CH3:45])[OH:46]. The reactants are C=1C=CC(=CC1)N2CCNCC2 (phenylpiperazine), C\C=C\C1=CC=CC=C1 (β-trans-methylstyrene), [Li]CCCC (n-BuLi). The product is C1(=CC=CC=C1)N1CCN(CC1)C(CC1=CC=CC=C1)C (1-phenyl-4-(1-methyl-2-phenylethyl)piperazine). As a reaction SMILES: [CH:1]1[CH:2]=[CH:3][C:4]([N:7]2[CH2:12][CH2:11][NH:10][CH2:9][CH2:8]2)=[CH:5][CH:6]=1.[CH3:13]/[CH:14]=[CH:15]/[C:16]1[CH:21]=[CH:20][CH:19]=[CH:18][CH:17]=1.[Li]CCCC>>[C:4]1([N:7]2[CH2:8][CH2:9][N:10]([CH:14]([CH3:13])[CH2:15][C:16]3[CH:21]=[CH:20][CH:19]=[CH:18][CH:17]=3)[CH2:11][CH2:12]2)[CH:3]=[CH:2][CH:1]=[CH:6][CH:5]=1. Procedure: According to GP, 2.22 mmol (=0.36 g=0.34 ml) of phenylpiperazine and 2.22 mmol (=0.26 g=0.29 ml) of β-trans-methylstyrene are reacted with 5 mol % (=0.111 mmol=70 μl) of n-BuLi solution. Column-chromatographic separation with ethyl acetate/n-hexane (3:1) gives the product 1-phenyl-4-(1-methyl-2-phenylethyl)piperazine as a yellow solid. Starting materials: COC(C1=CC=C(C=C1)C(=O)C1C(OC(OC1=O)(C)C)=O)=O (4-(2,2-Dimethyl-4,6-dioxo-[1,3]dioxane-5-carbonyl)-benzoic acid methyl ester), CC(=O)O (AcOH), [BH4-].[Na+] (NaBH4). Run in C(Cl)Cl (DCM), CCOCC (Et2O). Reaction conditions: time 30 minute. The product is COC(C1=CC=C(C=C1)CC1C(OC(OC1=O)(C)C)=O)=O (4-(2,2-Dimethyl-4,6-dioxo-[1,3]dioxan-5-ylmethyl)-benzoic acid methyl ester). Isolated yield 60.0%. RXN SMILES: [CH3:1][O:2][C:3](=[O:22])[C:4]1[CH:9]=[CH:8][C:7]([C:10]([CH:12]2[C:17](=[O:18])[O:16][C:15]([CH3:20])([CH3:19])[O:14][C:13]2=[O:21])=O)=[CH:6][CH:5]=1.CC(O)=O.[BH4-].[Na+]>C(Cl)Cl.CCOCC>[CH3:1][O:2][C:3](=[O:22])[C:4]1[CH:5]=[CH:6][C:7]([CH2:10][CH:12]2[C:13](=[O:21])[O:14][C:15]([CH3:19])([CH3:20])[O:16][C:17]2=[O:18])=[CH:8][CH:9]=1 |f:2.3|. Procedure details: The mixture of crude 4-(2,2-Dimethyl-4,6-dioxo-[1,3]dioxane-5-carbonyl)-benzoic acid methyl ester from step A was dissolved in DCM (50 mL) and AcOH (5 mL) and chilled to ice-bath temperature. To the solution was added portion-wise, over 30 min, NaBH4 (722 mg, 19.1 mmol). The reaction mixture was allowed to warm to RT overnight. The mixture was quenched with water, stirred for 10 min then extracted with DCM. The organic solution was dried over Na2SO4 and concentrated to afford an off-white solid ... The reactants are C1CCNCC1, CC#N, [I-], Nc1nc(-c2ccccc2O)cc(-c2cccc(NC(=O)CCCl)c2)c1CO, [Na+], O. Product: Nc1nc(-c2ccccc2O)cc(-c2cccc(NC(=O)CCN3CCCCC3)c2)c1CO. RXN SMILES: [CH2:31]1[CH2:32][CH2:33][NH:34][CH2:35][CH2:36]1.[CH3:37][C:38]#[N:39].[I-:30].[NH2:1][c:2]1[n:3][c:4](-[c:22]2[c:23]([OH:28])[cH:24][cH:25][cH:26][cH:27]2)[cH:5][c:6](-[c:10]2[cH:11][c:12]([NH:16][C:17]([CH2:18][CH2:19][Cl:20])=[O:21])[cH:13][cH:14][cH:15]2)[c:7]1[CH2:8][OH:9].[Na+:29].[OH2:40]>>[NH2:1][c:2]1[n:3][c:4](-[c:22]2[c:23]([OH:28])[cH:24][cH:25][cH:26][cH:27]2)[cH:5][c:6](-[c:10]2[cH:11][c:12]([NH:16][C:17]([CH2:18][CH2:19][N:34]3[CH2:33][CH2:32][CH2:31][CH2:36][CH2:35]3)=[O:21])[cH:13][cH:14][cH:15]2)[c:7]1[CH2:8][OH:9]. Starting materials: C1(=CC=CC=C1)C=1OC=C(N1)COC1=CC=C(CN2N=C(C(=C2)CC(C(=O)OCC)C(=O)OCC)C=2SC=CC2)C=C1 (diethyl [1-[4-(2-phenyl-4-oxazolylmethoxy)benzyl]-3-(2-thienyl)-1H-pyrazol-4-yl]methylmalonate), [OH-].[Na+] (sodium hydroxide), Cl (hydrochloric acid). The solvent is C(C)O (ethanol). Reaction conditions: temperature 110 celsius, time 2 hour. The product is C1(=CC=CC=C1)C=1OC=C(N1)COC1=CC=C(CN2N=C(C(=C2)CCC(=O)O)C=2SC=CC2)C=C1 (3-[1-[4-(2-phenyl-4-oxazolylmethoxy)benzyl]-3-(2-thienyl)-1H-pyrazol-4-yl]propionic acid). Yield: 85.5%. As a reaction SMILES: [C:1]1([C:7]2[O:8][CH:9]=[C:10]([CH2:12][O:13][C:14]3[CH:42]=[CH:41][C:17]([CH2:18][N:19]4[CH:23]=[C:22]([CH2:24][CH:25](C(OCC)=O)[C:26]([O:28]CC)=[O:27])[C:21]([C:36]5[S:37][CH:38]=[CH:39][CH:40]=5)=[N:20]4)=[CH:16][CH:15]=3)[N:11]=2)[CH:6]=[CH:5][CH:4]=[CH:3][CH:2]=1.[OH-].[Na+].Cl>C(O)C>[C:1]1([C:7]2[O:8][CH:9]=[C:10]([CH2:12][O:13][C:14]3[CH:42]=[CH:41][C:17]([CH2:18][N:19]4[CH:23]=[C:22]([CH2:24][CH2:25][C:26]([OH:28])=[O:27])[C:21]([C:36]5[S:37][CH:38]=[CH:39][CH:40]=5)=[N:20]4)=[CH:16][CH:15]=3)[N:11]=2)[CH:2]=[CH:3][CH:4]=[CH:5][CH:6]=1 |f:1.2|. Procedure details: A mixture of diethyl [1-[4-(2-phenyl-4-oxazolylmethoxy)benzyl]-3-(2-thienyl)-1H-pyrazol-4-yl]methylmalonate (1.75 g), 2N sodium hydroxide solution (10 ml), and ethanol (10 ml) was refluxed for 2 hour. After cooling, 1N hydrochloric acid (20 ml) was added to the mixture, and the mixture was extracted with ethyl acetate. The ethyl acetate layer was washed with saturated aqueous sodium chloride solution, dried (MgSO4), and concentrated. The resulting colorless oily substance was dissolved in pyridi...